Dataset: the Open Reaction Database (ORD), a public repository of structured organic reaction records. Task: describe an organic reaction: reactants, conditions, products, and yield The reactants are ClCCl, O=C(Cl)C(=O)Cl, CN(C)C=O, O=C(O)Cc1cccnc1. The product is O=C(Cl)Cc1cccnc1. RXN SMILES: [Cl:17][CH2:18][Cl:19].[Cl:1][C:2](=[O:3])[C:4]([Cl:5])=[O:6].[O:20]=[CH:21][N:22]([CH3:23])[CH3:24].[n:7]1[cH:8][c:9]([CH2:13][C:14]([OH:15])=[O:16])[cH:10][cH:11][cH:12]1>>[Cl:1][C:2](=[O:3])[CH2:4][c:9]1[cH:8][n:7][cH:12][cH:11][cH:10]1. The reactants are CC1=NC=CC(=C1)C1=NN(C2=CC=C(C=C12)C(=O)OCC)C(C1=CC=CC=C1)(C1=CC=CC=C1)C1=CC=CC=C1 (ethyl 3-(2-methylpyridin-4-yl)-1-trityl-1H-indazole-5-carboxylate), [Li+].[OH-] (LiOH). Run in C1CCOC1 (THF). Run at time 8 hour. Yields the product CC1=NC=CC(=C1)C1=NN(C2=CC=C(C=C12)C(=O)O)C(C1=CC=CC=C1)(C1=CC=CC=C1)C1=CC=CC=C1 (3-(2-methylpyridin-4-yl)-1-trityl-1H-indazole-5-carboxylic acid). Isolated yield 95.0%. As a reaction SMILES: [CH3:1][C:2]1[CH:7]=[C:6]([C:8]2[C:16]3[C:11](=[CH:12][CH:13]=[C:14]([C:17]([O:19]CC)=[O:18])[CH:15]=3)[N:10]([C:22]([C:35]3[CH:40]=[CH:39][CH:38]=[CH:37][CH:36]=3)([C:29]3[CH:34]=[CH:33][CH:32]=[CH:31][CH:30]=3)[C:23]3[CH:28]=[CH:27][CH:26]=[CH:25][CH:24]=3)[N:9]=2)[CH:5]=[CH:4][N:3]=1.[Li+].[OH-]>C1COCC1>[CH3:1][C:2]1[CH:7]=[C:6]([C:8]2[C:16]3[C:11](=[CH:12][CH:13]=[C:14]([C:17]([OH:19])=[O:18])[CH:15]=3)[N:10]([C:22]([C:23]3[CH:28]=[CH:27][CH:26]=[CH:25][CH:24]=3)([C:35]3[CH:36]=[CH:37][CH:38]=[CH:39][CH:40]=3)[C:29]3[CH:34]=[CH:33][CH:32]=[CH:31][CH:30]=3)[N:9]=2)[CH:5]=[CH:4][N:3]=1 |f:1.2|. Procedure details: To the solution of ethyl 3-(2-methylpyridin-4-yl)-1-trityl-1H-indazole-5-carboxylate (260 mg, 0.5 mmol) in THF (5 mL) was added LiOH (1M, 2 mL). The reaction mixture was stirred at room temperature for overnight. HCL was added to adjust the pH to 4-5 and ethyl acetated was added. The extract was washed with water (10 mL0 and dry over sodium sulfate and concentrated to give the desired product in 95% yield. The reactants are COC=1C=C(C=CC1OC)C(C(CO)[N+](=O)[O-])O (1-(3,4-dimethoxyphenyl)-2-nitro-1,3-propanediol), C(C)(=O)OC(C)=O (acetic anhydride), C(C)(=O)Cl (acetyl chloride). Conditions: temperature 50 celsius, time 5 hour. Product: COC=1C=C(C=CC1OC)C(C(COC(C)=O)[N+](=O)[O-])OC(C)=O (1-(3,4-dimethoxyphenyl)-2-nitro-1,3-diacetoxypropane). Yield: 65.1%. RXN SMILES: [CH3:1][O:2][C:3]1[CH:4]=[C:5]([CH:11]([OH:18])[CH:12]([N+:15]([O-:17])=[O:16])[CH2:13][OH:14])[CH:6]=[CH:7][C:8]=1[O:9][CH3:10].[C:19](OC(=O)C)(=[O:21])[CH3:20].[C:26](Cl)(=[O:28])[CH3:27]>>[CH3:1][O:2][C:3]1[CH:4]=[C:5]([CH:11]([O:18][C:26](=[O:28])[CH3:27])[CH:12]([N+:15]([O-:17])=[O:16])[CH2:13][O:14][C:19](=[O:21])[CH3:20])[CH:6]=[CH:7][C:8]=1[O:9][CH3:10]. Procedure details: A mixture of 12.85 g (0.05 moles) of 1-(3,4-dimethoxyphenyl)-2-nitro-1,3-propanediol, 20.4 g of acetic anhydride and 3.92 g of acetyl chloride is stirred at 50° C. for 5 hours. The mixture is cooled and poured onto ice. The resulting oily substance is washed twice with ice-cold water and decanted. Crystallization sets in after adding 20 ml of isopropanol to the substance. The separated crystalline product is filtered off, washed thrice with 5 ml of isopropanol and 10 ml of n-hexane, each, and dr... The reactants are O1CCN(CC1)C=1C(=NC2=CC=C(C=C2C1)B1OC(C(O1)(C)C)(C)C)N (3-Morpholino-6-(4,4,5,5-tetramethyl-1,3,2-dioxaborolan-2-yl)quinolin-2-amine), C1(CCCCC1)P(C1=C(C=CC=C1)C1=C(C=C(C=C1C(C)C)C(C)C)C(C)C)C1CCCCC1 (2-dicyclohexylphosphino-2′,4′,6′,-triisopropylbiphenyl), BrC1=C(C(=O)OC2CCCC2)C=CC=C1C (cyclopentyl 2-bromo-3-methylbenzoate), C(C)(=O)[O-].[K+] (potassium acetate). Reagents/catalysts: C(C)(=O)[O-].[Pd+2].C(C)(=O)[O-] (palladium(II) acetate). The solvent is O (water), C(C)O (ethanol). Run at temperature 145 celsius. Yields the product NC1=NC2=CC=C(C=C2C=C1N1CCOCC1)C1=C(C(=O)OC2CCCC2)C=CC=C1C (cyclopentyl 2-(2-amino-3-morpholinoquinolin-6-yl)-3-methylbenzoate). Reaction SMILES: [O:1]1[CH2:6][CH2:5][N:4]([C:7]2[C:8]([NH2:26])=[N:9][C:10]3[C:15]([CH:16]=2)=[CH:14][C:13](B2OC(C)(C)C(C)(C)O2)=[CH:12][CH:11]=3)[CH2:3][CH2:2]1.Br[C:28]1[C:41]([CH3:42])=[CH:40][CH:39]=[CH:38][C:29]=1[C:30]([O:32][CH:33]1[CH2:37][CH2:36][CH2:35][CH2:34]1)=[O:31].C([O-])(=O)C.[K+].C1(P(C2CCCCC2)C2C=CC=CC=2C2C(C(C)C)=CC(C(C)C)=CC=2C(C)C)CCCCC1>C([O-])(=O)C.[Pd+2].C([O-])(=O)C.C(O)C.O>[NH2:26][C:8]1[C:7]([N:4]2[CH2:3][CH2:2][O:1][CH2:6][CH2:5]2)=[CH:16][C:15]2[C:10](=[CH:11][CH:12]=[C:13]([C:28]3[C:41]([CH3:42])=[CH:40][CH:39]=[CH:38][C:29]=3[C:30]([O:32][CH:33]3[CH2:34][CH2:35][CH2:36][CH2:37]3)=[O:31])[CH:14]=2)[N:9]=1 |f:2.3,5.6.7|. Procedure details: 3-Morpholino-6-(4,4,5,5-tetramethyl-1,3,2-dioxaborolan-2-yl)quinolin-2-amine (0.15 g, 0.422 mmol, prepared as Example 2, Step 1-2), cyclopentyl 2-bromo-3-methylbenzoate (0.133 g, 0.470 mmol), potassium acetate (0.079 mL, 1.267 mmol), 2-dicyclohexylphosphino-2′,4′,6′,-triisopropylbiphenyl (0.020 g, 0.042 mmol), palladium(II) acetate (4.74 mg, 0.021 mmol), water (0.3 mL) and ethanol (2 mL) were combined in a microwave vial and heated to 145° C. for 30 min. The crude material was partitioned betwee... Starting materials: C(C)(C)(C)OC(NC(CC1=CNC2=C(C=CC=C12)OC1=NC=CC=C1C#N)(C)C)=O ({2-[7-(3-Cyano-pyridin-2-yloxy)-1H-indol-3-yl]-1,1-dimethyl-ethyl}-carbamic acid tert-butyl ester), O1CCOCC1 (1,4 dioxane), Cl (hydrochloric acid), O1CCOCC1 (1,4 dioxane). Conditions: time 5 hour. Yields the product CCCCCCCCCCCCN (Amine 12). The yield is 83.0%. Reaction SMILES: C(OC(=O)N[C:8]([CH3:29])(C)[CH2:9][C:10]1[C:18]2[C:13](=[C:14](OC3C(C#N)=CC=CN=3)[CH:15]=[CH:16][CH:17]=2)[NH:12]C=1)(C)(C)C.Cl.O1CCO[CH2:34][CH2:33]1>>[CH3:33][CH2:34][CH2:29][CH2:8][CH2:9][CH2:10][CH2:18][CH2:17][CH2:16][CH2:15][CH2:14][CH2:13][NH2:12]. Reported procedure: {2-[7-(3-Cyano-pyridin-2-yloxy)-1H-indol-3-yl]-1,1-dimethyl-ethyl}-carbamic acid tert-butyl ester (119 mg, 0.293 mmol) is dissolved in 10 mL of 1,4 dioxane. The mixture is cooled to zero degrees Celsius in an ice/water bath. To the mixture is added 10 mL of 4N hydrochloric acid in 1,4 dioxane, and the resulting mixture is stirred at zero degrees, under nitrogen, for five hours. The solvent is evaporated, and the residue is taken up in water. The pH of the water is adjusted to 9 using sodium bica... Reactants: [H-].[Na+] (sodium hydride), CCOC(=O)/C=C/CP(=O)(OCC)OCC (triethyl 4-phosphonocrotonate), COCCOCOC1=C(C=C(C=O)C=C1C)C (4-[(2-methoxyethoxy)methoxy]-3,5-dimethylbenzaldehyde). Run in O1CCCC1 (tetrahydrofuran), O1CCCC1 (tetrahydrofuran). Run at time 30 minute. The product is COCCOCOC1=C(C=C(C=C1C)/C=C/C=C/C(=O)OCC)C (ethyl 5-[4-{(2-methoxyethoxy)methoxy}-3,5-dimethylphenyl]-(2E,4E)-2,4-pentadienoate). The yield is 75.2%. As a reaction SMILES: [H-].[Na+].[CH3:3][CH2:4][O:5][C:6](/[CH:8]=[CH:9]/[CH2:10]P(OCC)(OCC)=O)=[O:7].[CH3:19][O:20][CH2:21][CH2:22][O:23][CH2:24][O:25][C:26]1[C:33]([CH3:34])=[CH:32][C:29]([CH:30]=O)=[CH:28][C:27]=1[CH3:35]>O1CCCC1>[CH3:19][O:20][CH2:21][CH2:22][O:23][CH2:24][O:25][C:26]1[C:33]([CH3:34])=[CH:32][C:29](/[CH:30]=[CH:10]/[CH:9]=[CH:8]/[C:6]([O:5][CH2:4][CH3:3])=[O:7])=[CH:28][C:27]=1[CH3:35] |f:0.1|. Procedure: To a stirred suspension of 60% sodium hydride (1.01 g) in dry tetrahydrofuran (60 ml), 80% triethyl 4-phosphonocrotonate (6.57 g) was added dropwise below 10° C. under an inert atmosphere. After being stirred for 30 minutes, a solution of 4-[(2-methoxyethoxy)methoxy]-3,5-dimethylbenzaldehyde (5.0 g) in dry tetrahydrofuran (50 ml) was added thereto below 10° C. After stirring for 2 hours, the reaction mixture was concentrated under reduced pressure. The residue was dissolved in ethyl acetate (100... Reactants: C(C)C1=C(NC=C1C)C(=O)OCC (ethyl 3-ethyl-4-methylpyrrole-2-carboxylate), II (iodine), [I-] (iodide). The product is C(C)C1=C(NC(=C1C)I)C(=O)OCC (ethyl 3-ethyl-5-iodo-4-methylpyrrole-2-carboxylate). As a reaction SMILES: [CH2:1]([C:3]1[C:7]([CH3:8])=[CH:6][NH:5][C:4]=1[C:9]([O:11][CH2:12][CH3:13])=[O:10])[CH3:2].[I:14]I.[I-]>>[CH2:1]([C:3]1[C:7]([CH3:8])=[C:6]([I:14])[NH:5][C:4]=1[C:9]([O:11][CH2:12][CH3:13])=[O:10])[CH3:2]. Reported procedure: reacting ethyl 3-ethyl-4-methylpyrrole-2-carboxylate with iodine and iodide to form ethyl 3-ethyl-5-iodo-4-methylpyrrole-2-carboxylate; Starting materials: NC(=O)C1CCN(Cc2ccccc2)CC1, Cl, C1CCOC1. Yields the product NCC1CCN(Cc2ccccc2)CC1. RXN SMILES: [CH2:1]([c:2]1[cH:3][cH:4][cH:5][cH:6][cH:7]1)[N:8]1[CH2:9][CH2:10][CH:11]([C:14]([NH2:15])=[O:16])[CH2:12][CH2:13]1.[ClH:17].[O:18]1[CH2:19][CH2:20][CH2:21][CH2:22]1>>[CH2:1]([c:2]1[cH:3][cH:4][cH:5][cH:6][cH:7]1)[N:8]1[CH2:9][CH2:10][CH:11]([CH2:14][NH2:15])[CH2:12][CH2:13]1. Starting materials: C1CCOC1, CC(=O)OC(C)=O, Cc1c(-c2ccc(C(N)=O)c3[nH]c4cc(CN)ccc4c23)cccc1N1Cc2ccccc2C1=O. The product is CC(=O)NCc1ccc2c(c1)[nH]c1c(C(N)=O)ccc(-c3cccc(N4Cc5ccccc5C4=O)c3C)c12. As a reaction SMILES: [CH2:43]1[O:44][CH2:45][CH2:46][CH2:47]1.[CH3:36][C:37](=[O:38])[O:39][C:40](=[O:41])[CH3:42].[NH2:1][CH2:2][c:3]1[cH:4][cH:5][c:6]2[c:7]3[c:8](-[c:19]4[c:20]([CH3:35])[c:21]([N:25]5[C:26](=[O:34])[c:27]6[cH:28][cH:29][cH:30][cH:31][c:32]6[CH2:33]5)[cH:22][cH:23][cH:24]4)[cH:9][cH:10][c:11]([C:16](=[O:17])[NH2:18])[c:12]3[nH:13][c:14]2[cH:15]1>>[NH:1]([CH2:2][c:3]1[cH:4][cH:5][c:6]2[c:7]3[c:8](-[c:19]4[c:20]([CH3:35])[c:21]([N:25]5[C:26](=[O:34])[c:27]6[cH:28][cH:29][cH:30][cH:31][c:32]6[CH2:33]5)[cH:22][cH:23][cH:24]4)[cH:9][cH:10][c:11]([C:16](=[O:17])[NH2:18])[c:12]3[nH:13][c:14]2[cH:15]1)[C:37]([CH3:36])=[O:38].